From a dataset of the Open Reaction Database (ORD), a public repository of structured organic reaction records. describe an organic reaction: reactants, conditions, products, and yield Reaction SMILES: [NH3:14].[OH2:15].[SH:1][c:2]1[nH:3][c:4](=[O:13])[c:5]2[c:6]([n:7]1)[CH:8]([O:11][CH3:12])[CH2:9][CH2:10]2>>[cH:2]1[nH:3][c:4](=[O:13])[c:5]2[c:6]([n:7]1)[CH:8]([O:11][CH3:12])[CH2:9][CH2:10]2. Reactants: N, O, COC1CCc2c1nc(S)[nH]c2=O. Product: COC1CCc2c1nc[nH]c2=O. Starting materials: C=1C=CC2=C(C1)C(=O)OC2(C=3C=CC(=CC3)O)C=4C=CC(=CC4)O (phenolphthalein), C(C)(C)(C)C1=CC=C(C=C1)S (4-tert-butylthiophenol), ClCC#N (chloroacetonitrile), substituted phenylthioacetonitrile, C1(=CC=CC=C1)S (thiophenol), ClCC#N (chloroacetonitrile). Run in O (water), C(C)O (ethanol), O (water), [OH-].[Na+] (sodium hydroxide), [OH-].[Na+] (sodium hydroxide). Yields the product C(C)(C)(C)C1=CC=C(C=C1)SCC#N (2-(4-tert-butylphenylthio)acetonitrile). As a reaction SMILES: C1(S)C=CC=CC=1.Cl[CH2:9][C:10]#[N:11].[C:12]([C:16]1[CH:21]=[CH:20][C:19]([SH:22])=[CH:18][CH:17]=1)([CH3:15])([CH3:14])[CH3:13].C1C=CC2C(C3C=CC(O)=CC=3)(C3C=CC(O)=CC=3)OC(=O)C=2C=1>[OH-].[Na+].C(O)C.O>[C:12]([C:16]1[CH:17]=[CH:18][C:19]([S:22][CH2:9][C:10]#[N:11])=[CH:20][CH:21]=1)([CH3:15])([CH3:13])[CH3:14] |f:4.5|. Reported procedure: The substituted phenylthioacetonitrile starting materials can be prepared by the reaction of the corresponding thiophenol with chloroacetonitrile in alcoholic sodium hydroxide. In a representative procedure, a solution of 100 grams of 4-tert-butylthiophenol and 45.3 grams chloroacetonitrile in 225 milliliters of 95 percent ethanol is stirred at room temperature while a solution of 24 grams sodium hydroxide in 36 milliliters water is added dropwise until the mixture remains alkaline to phenolphth... Starting materials: CN(C)C=O, O=C(O)CCl, [I-], NC(=O)c1ccc(Cl)cc1N, [Na+], [Na+], [Na+], O=C([O-])[O-]. Product: NC(=O)c1ccc(Cl)cc1NCC(=O)O. Reaction SMILES: [CH3:25][N:26]([CH3:27])[CH:28]=[O:29].[Cl:12][CH2:13][C:14](=[O:15])[OH:16].[I-:18].[NH2:1][c:2]1[c:3]([C:4](=[O:5])[NH2:6])[cH:7][cH:8][c:9]([Cl:11])[cH:10]1.[Na+:17].[Na+:19].[Na+:20].[O-:21][C:22](=[O:23])[O-:24]>>[NH:1]([c:2]1[c:3]([C:4](=[O:5])[NH2:6])[cH:7][cH:8][c:9]([Cl:11])[cH:10]1)[CH2:13][C:14](=[O:15])[OH:16]. The reactants are N1(CCOCC1)C(=O)N1CC(CC(C1)C1=CC=C(C=C1)OC(F)(F)F)C(=O)O (1-(Morpholin-4-ylcarbonyl)-5-[4-(trifluoromethoxy)phenyl]piperidine-3-carboxylic acid), ON=C(CCOC)N (N′-hydroxy-3-methoxypropanimidamide). Product: COCCC1=NOC(=N1)C1CN(CC(C1)C1=CC=C(C=C1)OC(F)(F)F)C(=O)N1CCOCC1 ({3-[3-(2-Methoxyethyl)-1,2,4-oxadiazol-5-yl]-5-[4-(trifluoromethoxy)phenyl]piperidin-1-yl}-(morpholin-4-yl)methanone). Reaction SMILES: [N:1]1([C:7]([N:9]2[CH2:14][CH:13]([C:15]3[CH:20]=[CH:19][C:18]([O:21][C:22]([F:25])([F:24])[F:23])=[CH:17][CH:16]=3)[CH2:12][CH:11]([C:26]([OH:28])=O)[CH2:10]2)=[O:8])[CH2:6][CH2:5][O:4][CH2:3][CH2:2]1.O[N:30]=[C:31]([NH2:36])[CH2:32][CH2:33][O:34][CH3:35]>>[CH3:35][O:34][CH2:33][CH2:32][C:31]1[N:36]=[C:26]([CH:11]2[CH2:12][CH:13]([C:15]3[CH:20]=[CH:19][C:18]([O:21][C:22]([F:25])([F:23])[F:24])=[CH:17][CH:16]=3)[CH2:14][N:9]([C:7]([N:1]3[CH2:6][CH2:5][O:4][CH2:3][CH2:2]3)=[O:8])[CH2:10]2)[O:28][N:30]=1. Reported procedure: 150 mg (0.20 mmol) of 1-(morpholin-4-ylcarbonyl)-5-[4-(trifluoromethoxy)phenyl]piperidine-3-carboxylic acid (Example 44A) and 66 mg (0.56 mmol) of N′-hydroxy-3-methoxypropanimidamide were reacted according to the General Method 2. Yield: 77 mg (42% of theory). Reactants: CCCCCC1CCC(c2ccc(-c3ccc(C(=O)O)cc3)cc2)CC1, [Cl-], O=Cc1ccc(O)cc1Cl, O=S(Cl)Cl. Yields the product CCCCCC1CCC(c2ccc(-c3ccc(C(=O)Oc4ccc(C=O)c(Cl)c4)cc3)cc2)CC1. As a reaction SMILES: [CH2:1]([CH2:2][CH2:3][CH2:4][CH3:5])[CH:6]1[CH2:7][CH2:8][CH:9]([c:12]2[cH:13][cH:14][c:15](-[c:18]3[cH:19][cH:20][c:21]([C:24](=[O:25])[OH:26])[cH:22][cH:23]3)[cH:16][cH:17]2)[CH2:10][CH2:11]1.[Cl-:31].[Cl:32][c:33]1[c:34]([CH:35]=[O:36])[cH:37][cH:38][c:39]([OH:41])[cH:40]1.[S:27]([Cl:28])([Cl:29])=[O:30]>>[CH2:1]([CH2:2][CH2:3][CH2:4][CH3:5])[CH:6]1[CH2:7][CH2:8][CH:9]([c:12]2[cH:13][cH:14][c:15](-[c:18]3[cH:19][cH:20][c:21]([C:24]([O:25][c:39]4[cH:38][cH:37][c:34]([CH:35]=[O:36])[c:33]([Cl:32])[cH:40]4)=[O:26])[cH:22][cH:23]3)[cH:16][cH:17]2)[CH2:10][CH2:11]1. Reactants: C=CCN(C(=O)OCc1ccc([N+](=O)[O-])cc1)C1CCN(CC2CC(NC(=O)OC(C)(C)C)CC2c2ccccc2)CC1, O=C(Cl)c1ccccc1. The product is C=CCN(C(=O)OCc1ccc([N+](=O)[O-])cc1)C1CCN(CC2CC(NC(=O)c3ccccc3)CC2c2ccccc2)CC1. As a reaction SMILES: [C:1]([O:2][C:3](=[O:4])[NH:8][CH:9]1[CH2:10][CH:11]([CH2:20][N:21]2[CH2:22][CH2:23][CH:24]([N:27]([CH2:28][CH:29]=[CH2:30])[C:31](=[O:32])[O:33][CH2:34][c:35]3[cH:36][cH:37][c:38]([N+:41](=[O:42])[O-:43])[cH:39][cH:40]3)[CH2:25][CH2:26]2)[CH:12]([c:14]2[cH:15][cH:16][cH:17][cH:18][cH:19]2)[CH2:13]1)([CH3:5])([CH3:6])[CH3:7].[C:44]([c:45]1[cH:46][cH:47][cH:48][cH:49][cH:50]1)(=[O:51])[Cl:52]>>[NH:8]([CH:9]1[CH2:10][CH:11]([CH2:20][N:21]2[CH2:22][CH2:23][CH:24]([N:27]([CH2:28][CH:29]=[CH2:30])[C:31](=[O:32])[O:33][CH2:34][c:35]3[cH:36][cH:37][c:38]([N+:41](=[O:42])[O-:43])[cH:39][cH:40]3)[CH2:25][CH2:26]2)[CH:12]([c:14]2[cH:15][cH:16][cH:17][cH:18][cH:19]2)[CH2:13]1)[C:44]([c:45]1[cH:46][cH:47][cH:48][cH:49][cH:50]1)=[O:51]. The reactants are CC(C)S, N#Cc1cccc(Cl)n1, [H-], [Na+], C1CCOC1. Product: CC(C)Sc1cccc(C#N)n1. As a reaction SMILES: [CH:1]([CH3:2])([CH3:3])[SH:4].[Cl:7][c:8]1[n:9][c:10]([C:14]#[N:15])[cH:11][cH:12][cH:13]1.[H-:5].[Na+:6].[O:16]1[CH2:17][CH2:18][CH2:19][CH2:20]1>>[CH:1]([CH3:2])([CH3:3])[S:4][c:8]1[n:9][c:10]([C:14]#[N:15])[cH:11][cH:12][cH:13]1. Reaction SMILES: C1(C(=O)CC#[N:7])CC1.[NH2:9][C:10]1[CH:24]=[CH:23][CH:22]=[CH:21][C:11]=1[C:12]([C:14]1C=CC(F)=[CH:16][CH:15]=1)=O>>[N:9]1[C:10]2[C:11](=[CH:21][CH:22]=[CH:23][CH:24]=2)[CH:12]=[CH:14][C:15]=1[C:16]#[N:7]. Yields the product N1=C(C=CC2=CC=CC=C12)C#N (quinolinecarbonitrile), ( 3 ). Starting materials: NC1=C(C(=O)C2=CC=C(C=C2)F)C=CC=C1 (2-amino-4′-fluorobenzophenone), ( 2 ), C1(CC1)C(CC#N)=O (3-cyclopropyl-3-oxopropanenitrile), ( 1 ). Procedure details: The cyclization reaction step of the present invention is a step of reacting 3-cyclopropyl-3-oxopropanenitrile of the formula (1) with 2-amino-4′-fluorobenzophenone of the formula (2) preferably in the presence of an acid to obtain a quinolinecarbonitrile derivative [2-cyclopropyl-4-(4′-fluorophenyl)quinoline-3-carbonitrile] of the formula (3).